This data is from the Open Reaction Database (ORD), a public repository of structured organic reaction records. The task is: describe an organic reaction: reactants, conditions, products, and yield The reactants are CCCC[N+](CCCC)(CCCC)CCCC, CCOCC, CN(C)C=O, ClCCc1c[nH]cn1, Cl, [H-], [I-], [Na+], O=[N+]([O-])c1cccc(O)c1. Product: O=[N+]([O-])c1cccc(OCCc2c[nH]cn2)c1. RXN SMILES: [CH2:33]([N+:34]([CH2:35][CH2:36][CH2:37][CH3:38])([CH2:39][CH2:40][CH2:41][CH3:42])[CH2:43][CH2:44][CH2:45][CH3:46])[CH2:47][CH2:48][CH3:49].[CH3:22][CH2:23][O:24][CH2:25][CH3:26].[CH3:27][N:28]([CH3:29])[CH:30]=[O:31].[Cl:14][CH2:15][CH2:16][c:17]1[n:18][cH:19][nH:20][cH:21]1.[ClH:13].[H-:1].[I-:32].[Na+:2].[OH:3][c:4]1[cH:5][cH:6][cH:7][c:8]([N+:10]([O-:11])=[O:12])[cH:9]1>>[O:3]([c:4]1[cH:5][cH:6][cH:7][c:8]([N+:10]([O-:11])=[O:12])[cH:9]1)[CH2:15][CH2:16][c:17]1[n:18][cH:19][nH:20][cH:21]1. Reactants: NC=1C=CC(=C(C1)[C@]1(N=C(OC[C@@H]1F)N)C)F ((4R,5R)-4-(5-amino-2-fluoro-phenyl)-5-fluoro-4-methyl-5,6-dihydro-4H-[1,3]oxazin-2-ylamine), FC(COC=1C=CC(=NC1)C(=O)O)(F)F (5-(2,2,2-trifluoro-ethoxy)-pyridine-2-carboxylic acid). Yields the product NC=1OC[C@@H]([C@@](N1)(C)C=1C=C(C=CC1F)NC(=O)C1=NC=C(C=C1)OCC(F)(F)F)F (5-(2,2,2-Trifluoro-ethoxy)-pyridine-2-carboxylic acid [3-((4R,5R)-2-amino-5-fluoro-4-methyl-5,6-dihydro-4H-[1,3]oxazin-4-yl)-4-fluoro-phenyl]-amide). RXN SMILES: [NH2:1][C:2]1[CH:3]=[CH:4][C:5]([F:17])=[C:6]([C@:8]2([CH3:16])[C@@H:13]([F:14])[CH2:12][O:11][C:10]([NH2:15])=[N:9]2)[CH:7]=1.[F:18][C:19]([F:32])([F:31])[CH2:20][O:21][C:22]1[CH:23]=[CH:24][C:25]([C:28](O)=[O:29])=[N:26][CH:27]=1>>[NH2:15][C:10]1[O:11][CH2:12][C@H:13]([F:14])[C@:8]([C:6]2[CH:7]=[C:2]([NH:1][C:28]([C:25]3[CH:24]=[CH:23][C:22]([O:21][CH2:20][C:19]([F:32])([F:31])[F:18])=[CH:27][N:26]=3)=[O:29])[CH:3]=[CH:4][C:5]=2[F:17])([CH3:16])[N:9]=1. Reported procedure: The condensation of (4R,5R)-4-(5-amino-2-fluoro-phenyl)-5-fluoro-4-methyl-5,6-dihydro-4H-[1,3]oxazin-2-ylamine (intermediate A8.2) and 5-(2,2,2-trifluoro-ethoxy)-pyridine-2-carboxylic acid following procedure I yielded the title compound as a white solid. MS (ISP): m/z=445.3 [M+H]+. The reactants are CCOC(=O)c1c[nH]c2nc(N3CCN(C(C)=O)CC3)c(F)cc2c1=O, O=C([O-])[O-], CN(C)C=O, [K+], [K+], Cc1ccc(S(=O)(=O)OCCF)cc1. Yields the product CCOC(=O)c1cn(CCF)c2nc(N3CCN(C(C)=O)CC3)c(F)cc2c1=O. As a reaction SMILES: [C:1]([CH3:2])(=[O:3])[N:4]1[CH2:5][CH2:6][N:7]([c:10]2[c:11]([F:26])[cH:12][c:13]3[c:14](=[O:25])[c:15]([C:20](=[O:21])[O:22][CH2:23][CH3:24])[cH:16][nH:17][c:18]3[n:19]2)[CH2:8][CH2:9]1.[C:27](=[O:28])([O-:29])[O-:30].[CH3:47][N:48]([CH3:49])[CH:50]=[O:51].[K+:31].[K+:32].[c:33]1([CH3:34])[cH:35][cH:36][c:37]([S:38]([O:39][CH2:43][CH2:44][F:45])(=[O:40])=[O:41])[cH:42][cH:46]1>>[C:1]([CH3:2])(=[O:3])[N:4]1[CH2:5][CH2:6][N:7]([c:10]2[c:11]([F:26])[cH:12][c:13]3[c:14](=[O:25])[c:15]([C:20](=[O:21])[O:22][CH2:23][CH3:24])[cH:16][n:17]([CH2:43][CH2:44][F:45])[c:18]3[n:19]2)[CH2:8][CH2:9]1. The reactants are [Cl-], [Cl-], CC(C)(C)C#COc1ccc(Cl)cc1Cl, Oc1ccc(Cl)cc1Cl, Oc1ccccc1, [Zn+2]. Yields the product CC(C)(C)C=C(Oc1ccc(Cl)cc1Cl)Oc1ccc(Cl)cc1Cl. As a reaction SMILES: [Cl-:32].[Cl-:34].[Cl:1][c:2]1[c:3]([O:4][C:5]#[C:6][C:7]([CH3:8])([CH3:9])[CH3:10])[cH:11][cH:12][c:13]([Cl:15])[cH:14]1.[OH:16][c:17]1[cH:18][cH:19][c:20]([Cl:21])[cH:22][c:23]1[Cl:24].[OH:25][c:26]1[cH:27][cH:28][cH:29][cH:30][cH:31]1.[Zn+2:33]>>[Cl:1][c:2]1[c:3]([O:4][C:5](=[CH:6][C:7]([CH3:8])([CH3:9])[CH3:10])[O:16][c:17]2[cH:18][cH:19][c:20]([Cl:21])[cH:22][c:23]2[Cl:24])[cH:11][cH:12][c:13]([Cl:15])[cH:14]1.